This data is from the Open Reaction Database (ORD), a public repository of structured organic reaction records. The task is: describe an organic reaction: reactants, conditions, products, and yield Yields the product C(C)(C)(C)OC(NCC1=C(C(=CC(=C1)CN1CCOCC1)Cl)F)=O ((3-Chloro-2-fluoro-5-morpholin-4-ylmethyl-benzyl)-carbamic acid tert-butyl ester). Reaction SMILES: [C:1]([O:5][C:6](=[O:19])[NH:7][CH2:8][C:9]1[CH:14]=[C:13]([CH:15]=O)[CH:12]=[C:11]([Cl:17])[C:10]=1[F:18])([CH3:4])([CH3:3])[CH3:2].[NH:20]1[CH2:25][CH2:24][O:23][CH2:22][CH2:21]1.C(O)(=O)C.C(O[BH-](OC(=O)C)OC(=O)C)(=O)C.[Na+]>C1COCC1.CCOC(C)=O>[C:1]([O:5][C:6](=[O:19])[NH:7][CH2:8][C:9]1[CH:14]=[C:13]([CH2:15][N:20]2[CH2:25][CH2:24][O:23][CH2:22][CH2:21]2)[CH:12]=[C:11]([Cl:17])[C:10]=1[F:18])([CH3:4])([CH3:3])[CH3:2] |f:3.4|. Solvent: C1CCOC1 (THF), CCOC(=O)C (EtOAc). Procedure details: was prepared according to Scheme C2 (step C) from (3-chloro-2-fluoro-5-formyl-benzyl)-carbamic acid tert-butyl ester (220 mg, 0.65 mmol), morpholine (57 mg, 0.65 mmol), acetic acid (0.056 mL, 0.9 mmol) and sodium triacetoxyborohydride (344 mg, 1.6 mmol) in THF (8 mL). TLC, Rf (EtOAc)=0.44; MS (LC-MS): 359.0 [M]+. The reactants are C(C)(C)(C)OC(NCC1=C(C(=CC(=C1)C=O)Cl)F)=O ((3-chloro-2-fluoro-5-formyl-benzyl)-carbamic acid tert-butyl ester), C(C)(=O)O[BH-](OC(C)=O)OC(C)=O.[Na+] (sodium triacetoxyborohydride), N1CCOCC1 (morpholine), C(C)(=O)O (acetic acid). Reactants: CC(=O)[O-], CCO, N#Cc1ccc(C=O)c(O)c1, Cl, NO, [Na+]. Product: N#Cc1ccc(C=NO)c(O)c1. As a reaction SMILES: [CH3:13][C:14](=[O:15])[O-:16].[CH3:20][CH2:21][OH:22].[CH:1](=[O:2])[c:3]1[c:4]([OH:11])[cH:5][c:6]([C:7]#[N:8])[cH:9][cH:10]1.[ClH:17].[NH2:18][OH:19].[Na+:12]>>[CH:1]([c:3]1[c:4]([OH:11])[cH:5][c:6]([C:7]#[N:8])[cH:9][cH:10]1)=[N:18][OH:19].